This data is from the Open Reaction Database (ORD), a public repository of structured organic reaction records. The task is: describe an organic reaction: reactants, conditions, products, and yield The reactants are CN1C(CN=C(C2=C1C=CC=C2)C=2C=C(C=CC2)C(F)(F)F)=O (1,3-dihydro-1-methyl-5-(α, α, α-trifluoro-m-tolyl)-2H-1,4-benzodiazepin-2-one), C(C)OC(OCC)=O (diethylcarbonate), [H-].[Na+] (sodium hydride). Product: C(C)OC(=O)C=1NC(=C2C=CC=CC12)C=1C=C(C=CC1)C(F)(F)F (3-(α, α, α-trifluoro-m-tolyl)-isoindole-1-carboxylic acid ethyl ester). As a reaction SMILES: CN1[C:8]2[CH:9]=[CH:10][CH:11]=[CH:12][C:7]=2[C:6]([C:13]2[CH:14]=[C:15]([C:19]([F:22])([F:21])[F:20])[CH:16]=[CH:17][CH:18]=2)=[N:5][CH2:4][C:3]1=[O:23].[CH2:24]([O:26]C(=O)OCC)[CH3:25].[H-].[Na+]>>[CH2:24]([O:26][C:3]([C:4]1[NH:5][C:6]([C:13]2[CH:14]=[C:15]([C:19]([F:22])([F:21])[F:20])[CH:16]=[CH:17][CH:18]=2)=[C:7]2[C:12]=1[CH:11]=[CH:10][CH:9]=[CH:8]2)=[O:23])[CH3:25] |f:2.3|. Procedure details: According to the procedure described in Example 1, 1,3-dihydro-1-methyl-5-(α, α, α-trifluoro-m-tolyl)-2H-1,4-benzodiazepin-2-one is reacted with diethylcarbonate in the presence of sodium hydride, and there is obtained 3-(α, α, α-trifluoro-m-tolyl)-isoindole-1-carboxylic acid ethyl ester, having a melting point of 155°-157° C. Recrystallization from ethanol does not increase the melting point. Starting materials: CN(/C=C/C(=O)C1=NN(C=CC1=O)C=1C=C(C=CC1)S(=O)(=O)N(CC)CC)C (3-[3-((E)-3-Dimethylamino-acryloyl)-4-oxo-4H-pyridazin-1-yl]-N,N-diethyl-benzenesulfonamide), C1=NC=CC2=C(C=CC=C12)NN (isoquinolin-5-yl-hydrazine). The product is C(C)N(S(=O)(=O)C1=CC(=CC=C1)N1N=C(C(C=C1)=O)C=1N(N=CC1)C1=C2C=CN=CC2=CC=C1)CC (N,N-Diethyl-3-[3-(2-isoquinolin-5-yl-2H-pyrazol-3-yl)-4-oxo-4H-pyridazin-1-yl]-benzenesulfonamide). Reaction SMILES: CN(C)/[CH:3]=[CH:4]/[C:5]([C:7]1[C:12](=[O:13])[CH:11]=[CH:10][N:9]([C:14]2[CH:15]=[C:16]([S:20]([N:23]([CH2:26][CH3:27])[CH2:24][CH3:25])(=[O:22])=[O:21])[CH:17]=[CH:18][CH:19]=2)[N:8]=1)=O.[CH:29]1[C:38]2[C:33](=[C:34]([NH:39][NH2:40])[CH:35]=[CH:36][CH:37]=2)[CH:32]=[CH:31][N:30]=1>>[CH2:24]([N:23]([CH2:26][CH3:27])[S:20]([C:16]1[CH:17]=[CH:18][CH:19]=[C:14]([N:9]2[CH:10]=[CH:11][C:12](=[O:13])[C:7]([C:5]3[N:39]([C:34]4[CH:35]=[CH:36][CH:37]=[C:38]5[C:33]=4[CH:32]=[CH:31][N:30]=[CH:29]5)[N:40]=[CH:3][CH:4]=3)=[N:8]2)[CH:15]=1)(=[O:22])=[O:21])[CH3:25]. Procedure details: The product was obtained starting from 3-[3-((E)-3-Dimethylamino-acryloyl)-4-oxo-4H-pyridazin-1-yl]-N,N-diethyl-benzenesulfonamide (A-21) and isoquinolin-5-yl-hydrazine according to the method described for example 91. MS: M=501.2 (M+H)+ Reactants: Cl (hydrochloric acid), C(C)(=O)Cl (acetyl chloride), CCN(C(C)C)C(C)C (DIPEA), NC[C@H]1N(C[C@@H](C1)NC(=O)C=1SC(=CC1)Cl)C(=O)OC(C)(C)C (tert. Butyl (2S,4R)-2-aminomethyl-4-[(5-chloro-thiophene-2-carbonyl)-amino]-pyrrolidine-1-carboxylate). Solvent: C(Cl)Cl (DCM). Reaction conditions: temperature 0 celsius, time 2 hour. Yields the product C(C)(=O)NC[C@H]1N(C[C@@H](C1)NC(=O)C=1SC(=CC1)Cl)C(=O)OC(C)(C)C (tert. Butyl (2S,4R)-2-acetylaminomethyl-4-[(5-chloro-thiophene-2-carbonyl)-amino]-pyrrolidine-1-carboxylate). RXN SMILES: [NH2:1][CH2:2][C@@H:3]1[CH2:7][C@@H:6]([NH:8][C:9]([C:11]2[S:12][C:13]([Cl:16])=[CH:14][CH:15]=2)=[O:10])[CH2:5][N:4]1[C:17]([O:19][C:20]([CH3:23])([CH3:22])[CH3:21])=[O:18].[C:24](Cl)(=[O:26])[CH3:25].CCN(C(C)C)C(C)C.Cl>C(Cl)Cl>[C:24]([NH:1][CH2:2][C@@H:3]1[CH2:7][C@@H:6]([NH:8][C:9]([C:11]2[S:12][C:13]([Cl:16])=[CH:14][CH:15]=2)=[O:10])[CH2:5][N:4]1[C:17]([O:19][C:20]([CH3:23])([CH3:22])[CH3:21])=[O:18])(=[O:26])[CH3:25]. Reported procedure: 70.0 mg (0.2 mmol) tert. Butyl (2S,4R)-2-aminomethyl-4-[(5-chloro-thiophene-2-carbonyl)-amino]-pyrrolidine-1-carboxylate are dissolved in 5 ml DCM and combined successively at −10° C. with 15.4 μl (0.2 mmol) acetyl chloride and 67 μl (0.4 mmol) DIPEA. The mixture is stirred for two hours at 0° C. Then it is made weakly acidic by the careful addition of dil. hydrochloric acid and extracted three times with ethyl acetate. The combined organic phases are dried on sodium sulphate, filtered and evapo... Starting materials: FC(C(=O)O)(F)F (trifluoroacetic acid), OC1(CN(C1)C(=O)OC(C)(C)C)C1=CC=CC=C1 (tert-butyl 3-hydroxy-3-phenylazetidine-1-carboxylate). Solvent: ClCCl (dichloromethane). Reaction conditions: time 3 hour. Yields the product FC(C(=O)O)(F)F.OC1(CNC1)C1=CC=CC=C1 (3-Hydroxy-3-phenylazetidine trifluoroacetate). The yield is 68.0%. RXN SMILES: [F:1][C:2]([F:7])([F:6])[C:3]([OH:5])=[O:4].[OH:8][C:9]1([C:20]2[CH:25]=[CH:24][CH:23]=[CH:22][CH:21]=2)[CH2:12][N:11](C(OC(C)(C)C)=O)[CH2:10]1>ClCCl>[F:1][C:2]([F:7])([F:6])[C:3]([OH:5])=[O:4].[OH:8][C:9]1([C:20]2[CH:25]=[CH:24][CH:23]=[CH:22][CH:21]=2)[CH2:12][NH:11][CH2:10]1 |f:3.4|. Procedure details: 1 ml of trifluoroacetic acid is added to a solution containing 50 mg (0.19 mmol) of tert-butyl 3-hydroxy-3-phenylazetidine-1-carboxylate dissolved in 4 ml of dichloromethane. The reaction medium is stirred at ambient temperature for 3 hours and then concentrated. The crude product obtained is purified by silica gel chromatography (eluent 90/10 dichloromethane/methanol). 36 mg in the form of a white powder are obtained with a yield of 68%.